From a dataset of the Open Reaction Database (ORD), a public repository of structured organic reaction records. describe an organic reaction: reactants, conditions, products, and yield Solvent: C(Cl)Cl (methylene chloride), C1(=CC=CC=C1)C (toluene). Reagents/catalysts: [Br-].C(CCC)[N+](CCCC)(CCCC)CCCC (tetrabutylammonium bromide). Reported procedure: A solution of N,N'-diphenyl-p-phenylenediamine (26 g, 0.1 mol) in toluene (400 ml) is treated sequentially with powdered potassium hydroxide (19.3 g, 0.3 mol), potassium iodide (1.7 g, 0.01 mol) and tetrabutylammonium bromide (1.6 g, 0.005 mol). The resulting mixture is vigorously stirred while benzyl chloride (27.9 g, 0.22 mol) is added dropwise. The mixture is slowly warmed to 90° C. over a one-hour period and then held there for four hours. The mixture is allowed to cool and methylene chlorid... The reactants are C(C1=CC=CC=C1)Cl (benzyl chloride), C=1C=CC(=CC1)NC=2C=CC(=CC2)NC=3C=CC=CC3 (N,N'-diphenyl-p-phenylenediamine), [OH-].[K+] (potassium hydroxide), [I-].[K+] (potassium iodide). Reaction SMILES: [CH:1]1[CH:2]=[CH:3][C:4]([NH:7][C:8]2[CH:9]=[CH:10][C:11]([NH:14][C:15]3[CH:16]=[CH:17][CH:18]=[CH:19][CH:20]=3)=[CH:12][CH:13]=2)=[CH:5][CH:6]=1.[OH-].[K+].[I-].[K+].[CH2:25](Cl)[C:26]1[CH:31]=[CH:30][CH:29]=[CH:28][CH:27]=1>C1(C)C=CC=CC=1.[Br-].C([N+](CCCC)(CCCC)CCCC)CCC.C(Cl)Cl>[CH2:25]([N:14]([C:15]1[CH:20]=[CH:19][CH:18]=[CH:17][CH:16]=1)[C:11]1[CH:12]=[CH:13][C:8]([N:7]([CH2:25][C:26]2[CH:31]=[CH:30][CH:29]=[CH:28][CH:27]=2)[C:4]2[CH:3]=[CH:2][CH:1]=[CH:6][CH:5]=2)=[CH:9][CH:10]=1)[C:26]1[CH:31]=[CH:30][CH:29]=[CH:28][CH:27]=1 |f:1.2,3.4,7.8|. Yields the product C(C1=CC=CC=C1)N(C1=CC=C(C=C1)N(C1=CC=CC=C1)CC1=CC=CC=C1)C1=CC=CC=C1 (N,N'-Dibenzyl-N,N'-diphenyl-p-phenylenediamine), solid. Conditions: temperature 90 celsius, time 4 hour. Reactants: BrC1=CC=C(C=N1)C(=O)N1CCC(CC1)C(C1=CC=C(C=C1)Cl)=O ((6-bromopyridin-3-yl)[4-(4-chlorobenzoyl)piperidin-1-yl]methanone), C[C@H]1NC(OC1)=O ((R)-4-methyloxazolidin-2-one). Product: ClC1=CC=C(C(=O)C2CCN(CC2)C(=O)C=2C=CC(=NC2)N2C(OC[C@H]2C)=O)C=C1 ((R)-3-{5-[4-(4-chlorobenzoyl)piperidine-1-carbonyl]pyridin-2-yl}-4-methyloxazolidin-2-one). The yield is 41.8%. RXN SMILES: Br[C:2]1[N:7]=[CH:6][C:5]([C:8]([N:10]2[CH2:15][CH2:14][CH:13]([C:16](=[O:24])[C:17]3[CH:22]=[CH:21][C:20]([Cl:23])=[CH:19][CH:18]=3)[CH2:12][CH2:11]2)=[O:9])=[CH:4][CH:3]=1.[CH3:25][C@@H:26]1[CH2:30][O:29][C:28](=[O:31])[NH:27]1>>[Cl:23][C:20]1[CH:21]=[CH:22][C:17]([C:16]([CH:13]2[CH2:14][CH2:15][N:10]([C:8]([C:5]3[CH:4]=[CH:3][C:2]([N:27]4[C@H:26]([CH3:25])[CH2:30][O:29][C:28]4=[O:31])=[N:7][CH:6]=3)=[O:9])[CH2:11][CH2:12]2)=[O:24])=[CH:18][CH:19]=1. Reported procedure: By reaction and treatment in the same manner as in Preparation Example 31 and using (6-bromopyridin-3-yl)[4-(4-chlorobenzoyl)piperidin-1-yl]methanone (2 g) described in Preparation Example 23 and (R)-4-methyloxazolidin-2-one (288 mg) described in Preparation Example 25, the title compound (510 mg) was obtained. Starting materials: C([O-])([O-])=O.[K+].[K+] (potassium carbonate), COC(CCC\C=C/C[C@H]1[C@H](C[C@H]([C@@H]1\C=C\[C@H](C(CCCCCl)C)O)O)O)=O ((5Z,13E)-(9α,11α,15S,16RS)-9,11,15-trihydroxy-16-methyl-20-chloroprosta-5,13-dienoic acid methyl ester), II (iodine). Run in C(Cl)Cl (methylene chloride), C(C)OCC (diethyl ether). Reaction conditions: temperature 0 celsius. Product: COC(CCCC(C1C[C@H]2[C@H](C[C@H]([C@@H]2\C=C\[C@H](C(CCCCCl)C)O)O)O1)I)=O ((13E)-(5RS,6RS,9α,11α,15S,16RS)-5-Iodo-6,9-epoxy-11,15-dihydroxy-16-methyl-20-chloroprost-13-enoic acid methyl ester). Yield: 74.1%. Reaction SMILES: C(=O)([O-])[O-].[K+].[K+].[CH3:7][O:8][C:9](=[O:34])[CH2:10][CH2:11][CH2:12]/[CH:13]=[CH:14]\[CH2:15][C@@H:16]1[C@@H:20](/[CH:21]=[CH:22]/[C@@H:23]([OH:31])[CH:24]([CH3:30])[CH2:25][CH2:26][CH2:27][CH2:28][Cl:29])[C@H:19]([OH:32])[CH2:18][C@@H:17]1[OH:33].[I:35]I>C(Cl)Cl.C(OCC)C>[CH3:7][O:8][C:9](=[O:34])[CH2:10][CH2:11][CH2:12][CH:13]([I:35])[CH:14]1[O:33][C@H:17]2[CH2:18][C@@H:19]([OH:32])[C@H:20](/[CH:21]=[CH:22]/[C@@H:23]([OH:31])[CH:24]([CH3:30])[CH2:25][CH2:26][CH2:27][CH2:28][Cl:29])[C@H:16]2[CH2:15]1 |f:0.1.2|. Procedure details: Under an atmosphere of nitrogen, 194 mg of anhydrous potassium carbonate was added to a solution of 140 mg of (5Z,13E)-(9α,11α,15S,16RS)-9,11,15-trihydroxy-16-methyl-20-chloroprosta-5,13-dienoic acid methyl ester [prepared as described in Example 8 of British Patent Application No. 22090/75 and e.g. the equivalent Belgian Specification No. 842,113] in 5 ml of methylene chloride. To the reaction mixture was added 200 mg of iodine in portions during 2 hours with stirring at 0° C. The reaction mixt... Starting materials: N1(CCNCC1)C=1C=C(C=CC1)O (3-Piperazin-1-yl-phenol), BrCCF (1-bromo-2-fluoroethane). The solvent is CN(C)C=O (DMF). Yields the product FCCN1CCN(CC1)C=1C=C(C=CC1)O (3-[4-(2-Fluoro-ethyl)-piperazin-1 -yl]-phenol). The yield is 48.0%. As a reaction SMILES: [N:1]1([C:7]2[CH:8]=[C:9]([OH:13])[CH:10]=[CH:11][CH:12]=2)[CH2:6][CH2:5][NH:4][CH2:3][CH2:2]1.Br[CH2:15][CH2:16][F:17]>CN(C=O)C>[F:17][CH2:16][CH2:15][N:4]1[CH2:3][CH2:2][N:1]([C:7]2[CH:8]=[C:9]([OH:13])[CH:10]=[CH:11][CH:12]=2)[CH2:6][CH2:5]1. Procedure details: 1 g (5.61 mmol) 3-Piperazin-1-yl-phenol and 0.5 mL (1.25 eq) 1-bromo-2-fluoroethane are stirred 20 h at 60° C. in 5 mL DMF, the reaction mixture allowed to reach room temperature and evaporated, and the residue column chromatographed (silica gel, ethyl acetate/petroleum ether 9:1) to yield 600 mg (48%) of the desired product as a brown oil.